Dataset: the Open Reaction Database (ORD), a public repository of structured organic reaction records. Task: describe an organic reaction: reactants, conditions, products, and yield The reactants are CC(=O)Oc1ccc(C=C(C)C(=O)O)cc1, O=S(Cl)Cl. Product: CC(=O)Oc1ccc(C=C(C)C(=O)O)cc1, [Cl-]. Reaction SMILES: [C:1]([CH3:2])(=[O:3])[O:4][c:5]1[cH:6][cH:7][c:8]([CH:9]=[C:10]([C:11](=[O:12])[OH:13])[CH3:14])[cH:15][cH:16]1.[S:17]([Cl:18])([Cl:19])=[O:20]>>[C:1]([CH3:2])(=[O:3])[O:4][c:5]1[cH:6][cH:7][c:8]([CH:9]=[C:10]([C:11](=[O:12])[OH:13])[CH3:14])[cH:15][cH:16]1.[Cl-:19]. Starting materials: CC#N, CC(C)O, ClC(Cl)Cl, O=[N+]([O-])c1cc(S(=O)(=O)C(F)(F)F)ccc1Cl, O=[N+]([O-])c1ccccc1NCC(O)CO. The product is O=[N+]([O-])c1ccccc1NCC(O)COc1ccc(S(=O)(=O)C(F)(F)F)cc1[N+](=O)[O-]. As a reaction SMILES: [CH3:33][C:34]#[N:35].[CH:36]([OH:37])([CH3:38])[CH3:39].[CH:40]([Cl:41])([Cl:42])[Cl:43].[Cl:16][c:17]1[c:18]([N+:30](=[O:31])[O-:32])[cH:19][c:20]([S:23](=[O:24])(=[O:25])[C:26]([F:27])([F:28])[F:29])[cH:21][cH:22]1.[N+:1](=[O:2])([O-:3])[c:4]1[c:5]([NH:6][CH2:7][CH:8]([CH2:9][OH:10])[OH:11])[cH:12][cH:13][cH:14][cH:15]1>>[N+:1](=[O:2])([O-:3])[c:4]1[c:5]([NH:6][CH2:7][CH:8]([CH2:9][O:10][c:17]2[c:18]([N+:30](=[O:31])[O-:32])[cH:19][c:20]([S:23](=[O:24])(=[O:25])[C:26]([F:27])([F:28])[F:29])[cH:21][cH:22]2)[OH:11])[cH:12][cH:13][cH:14][cH:15]1. Conditions: temperature 25 celsius. Yield: 81.9%. Solvent: C1(=CC=CC=C1)C (toluene). Product: OC1=CC2=CC=C(C=C2C=C1C(=O)NC1=C(C=C(C(=C1)OC)NC(C1=CC=CC=C1)=O)OC)C(=O)NC1=C(C=C(C(=C1)OC)NC(C1=CC=CC=C1)=O)OC (2-hydroxy-3,6-bis(2,5-dimethoxy-4-benzoylaminophenyl-aminocarbonyl)naphthalene). RXN SMILES: [CH3:1][O:2][C:3]1[CH:9]=[C:8]([NH:10][C:11](=[O:18])[C:12]2[CH:17]=[CH:16][CH:15]=[CH:14][CH:13]=2)[C:7]([O:19][CH3:20])=[CH:6][C:4]=1[NH2:5].[CH3:21][N:22]1[CH2:26][CH2:25][CH2:24][C:23]1=[O:27].[OH:28][C:29]1[C:38]([C:39](Cl)=[O:40])=[CH:37][C:36]2[C:31](=[CH:32][CH:33]=[C:34]([C:42](Cl)=[O:43])[CH:35]=2)[CH:30]=1>C1(C)C=CC=CC=1>[OH:28][C:29]1[C:38]([C:39]([NH:5][C:4]2[CH:6]=[C:7]([O:19][CH3:20])[C:8]([NH:10][C:11](=[O:18])[C:12]3[CH:17]=[CH:16][CH:15]=[CH:14][CH:13]=3)=[CH:9][C:3]=2[O:2][CH3:1])=[O:40])=[CH:37][C:36]2[C:31](=[CH:32][CH:33]=[C:34]([C:42]([NH:5][C:4]3[CH:6]=[C:7]([O:19][CH3:20])[C:21]([NH:22][C:23](=[O:27])[C:24]4[CH:13]=[CH:12][CH:11]=[CH:26][CH:25]=4)=[CH:9][C:3]=3[O:2][CH3:1])=[O:43])[CH:35]=2)[CH:30]=1. The reactants are COC1=C(N)C=C(C(=C1)NC(C1=CC=CC=C1)=O)OC (2,5-Dimethoxy-4-benzoylaminoaniline), CN1C(CCC1)=O (N-methyl-2-pyrrolidone), OC1=CC2=CC=C(C=C2C=C1C(=O)Cl)C(=O)Cl (2-hydroxy-3,6-dichlorocarbonylnaphthalene). Reported procedure: 2,5-Dimethoxy-4-benzoylaminoaniline (16.6 g), N-methyl-2-pyrrolidone (111.2 g) and toluene (30.1 g) were dissolved at room temperature and the acid chloride (5.5 g) obtained in Example 6 was gradually added, and then the mixture was amidated according to Example 8. After the reaction solution was cooled to 25° C. and filtered, toluene was distilled off under reduced pressure. Then, the solution was crystallized by using methanol (377.2 g). The resultant product was subjected to reflux washing us... Procedure: A solution of 2-bromo-3′-methoxyacetophenone (40.0 g, 0.18 mol) and thiazolidinedione (24.5 g, 0.21 mol) in dry DMF (175 mL) was treated with K2CO3 (36.2 g, 0.26 mol) and stirred at RT for 1.5 h. The reaction mixture was slowly poured into ice water (1.7 L). The resulting pink solid, was collected by filtration and washed with water (200 mL). (Excess water was removed by suction) The filter cake was stirred at RT for 30 min in an aqueous solution (350 mL),of lithium hydroxide-hydrate (29.3 g, 0.... Reaction SMILES: Br[CH2:2][C:3]([C:5]1[CH:10]=[CH:9][CH:8]=[C:7]([O:11][CH3:12])[CH:6]=1)=[O:4].C1SC(=O)[NH:16][C:14]1=[O:15].C([O-])([O-])=O.[K+].[K+].O.[OH-].[Li+].C(O)(=O)C>CN(C=O)C.O.C1COCC1>[CH3:12][O:11][C:7]1[CH:6]=[C:5]([C:3]2[O:4][C:14](=[O:15])[NH:16][CH:2]=2)[CH:10]=[CH:9][CH:8]=1 |f:2.3.4,5.6.7|. The yield is 69.2%. The reactants are BrCC(=O)C1=CC(=CC=C1)OC (2-bromo-3′-methoxyacetophenone), C1C(=O)NC(=O)S1 (thiazolidinedione), C(=O)([O-])[O-].[K+].[K+] (K2CO3), solution, O.[OH-].[Li+] (lithium hydroxide-hydrate), C(C)(=O)O (acetic acid), ice water, ice water. Yields the product COC=1C=C(C=CC1)C1=CNC(O1)=O (5-(3-methoxyphenyl)-1,3-oxazol-2-(3H)-one). Run at time 1.5 hour. Run in CN(C)C=O (DMF), C1CCOC1 (THF), O (water). Starting materials: ClC=1C=2N(C=CN1)C(=NC2)C2(C=1C=NN(C1CCC2)C)O (4-(8-chloroimidazo[1,5-a]pyrazin-3-yl)-1-methyl-4,5,6,7-tetrahydro-1H-indazol-4-ol), C1CC(=O)N(C1=O)Br (NBS). The solvent is O (water), CN(C)C=O (DMF). Reaction conditions: temperature 0 celsius, time 30 minute. Yields the product BrC=1N=C(N2C1C(=NC=C2)Cl)C2(C=1C=NN(C1CCC2)C)O (4-(1-bromo-8-chloroimidazo[1,5-a]pyrazin-3-yl)-1-methyl-4,5,6,7-tetrahydro-1H-indazol-4-ol). Yield: 68.1%. RXN SMILES: [Cl:1][C:2]1[C:3]2[N:4]([C:8]([C:11]3([OH:21])[CH2:19][CH2:18][CH2:17][C:16]4[N:15]([CH3:20])[N:14]=[CH:13][C:12]3=4)=[N:9][CH:10]=2)[CH:5]=[CH:6][N:7]=1.C1C(=O)N([Br:29])C(=O)C1>CN(C=O)C.O>[Br:29][C:10]1[N:9]=[C:8]([C:11]2([OH:21])[CH2:19][CH2:18][CH2:17][C:16]3[N:15]([CH3:20])[N:14]=[CH:13][C:12]2=3)[N:4]2[CH:5]=[CH:6][N:7]=[C:2]([Cl:1])[C:3]=12. Procedure details: To a solution of 4-(8-chloroimidazo[1,5-a]pyrazin-3-yl)-1-methyl-4,5,6,7-tetrahydro-1H-indazol-4-ol (1 g, 3.3 mmol) in DMF (8 ml) was added NBS (584 mg, 3.3 mmol) portionwise at 0° C. After the addition was complete, the reaction mixture was stirred at 0° C. for 30 minutes. The mixture was diluted with water and extracted with ethyl acetate three times. The combined organic layers were washed with brine, dried over Na2SO4 and concentrated in vacuo. The residue was purified by preparative TLC to ...